From a dataset of the Open Reaction Database (ORD), a public repository of structured organic reaction records. describe an organic reaction: reactants, conditions, products, and yield The reactants are NC1=C(C(=CC(=C1)Cl)Cl)[N+](=O)[O-] (2-amino-4,6-dichloronitrobenzene), C(O)CN (ethanolamine). Solvent: ice water. The product is NC1=C(C(=CC(=C1)Cl)NCCO)[N+](=O)[O-] (2-amino-6-(β-hydroxyethy)amino-4-chloronitrobenzene). Reaction SMILES: [NH2:1][C:2]1[CH:7]=[C:6]([Cl:8])[CH:5]=[C:4](Cl)[C:3]=1[N+:10]([O-:12])=[O:11].[CH2:13]([CH2:15][NH2:16])[OH:14]>>[NH2:1][C:2]1[CH:7]=[C:6]([Cl:8])[CH:5]=[C:4]([NH:16][CH2:15][CH2:13][OH:14])[C:3]=1[N+:10]([O-:12])=[O:11]. Reported procedure: 0.05 mole (11.2 g) of 2-amino-4,6-dichloronitrobenzene (Recueil. Trav. Chim. 68, p. 88 [1949]) in 45 ml of ethanolamine was heated for 2 hours over a boiling water bath. The reaction medium was diluted with 150 ml of ice water. After acidification with 80 ml of hydrochloric acid, the desired product precipitated out. It melted at 183° C. after recrystallization from 400 ml isopropanol. Reactants: O=C([O-])[O-], CCOC(=O)C=C1NCCc2cc(OC)ccc21, CC(=O)O, [K+], [K+], [Na+], [OH-], O=[Pt]. Product: CCOC(=O)CC1NCCc2cc(OC)ccc21. RXN SMILES: [C:21](=[O:22])([O-:23])[O-:24].[CH3:1][O:2][c:3]1[cH:4][c:5]2[c:10]([cH:11][cH:12]1)[C:9](=[CH:13][C:14](=[O:15])[O:16][CH2:17][CH3:18])[NH:8][CH2:7][CH2:6]2.[CH3:27][C:28](=[O:29])[OH:30].[K+:25].[K+:26].[Na+:20].[OH-:19].[Pt:31]=[O:32]>>[CH3:1][O:2][c:3]1[cH:4][c:5]2[c:10]([cH:11][cH:12]1)[CH:9]([CH2:13][C:14](=[O:15])[O:16][CH2:17][CH3:18])[NH:8][CH2:7][CH2:6]2. The reactants are C(C)N(C1=CC=C(C=C1)C(C(=O)C1=CC=C(C=C1)N(CC)CC)=O)CC (1,2-bis(4-diethylaminophenyl)ethane-1,2-dione), C(C)(=O)O (acetic acid). The product is C(C)N(C1=CC=C(C=C1)C(C(=O)C1=CC=C(C=C1)N(CC)CC)=O)CC (1,2-bis(4-diethylaminophenyl)ethane-1,2-dione), C(C)(=O)[O-].[NH4+] (ammonium acetate). As a reaction SMILES: [CH2:1]([N:3]([CH2:25][CH3:26])[C:4]1[CH:9]=[CH:8][C:7]([C:10](=[O:24])[C:11]([C:13]2[CH:18]=[CH:17][C:16]([N:19]([CH2:22][CH3:23])[CH2:20][CH3:21])=[CH:15][CH:14]=2)=[O:12])=[CH:6][CH:5]=1)[CH3:2].[C:27]([OH:30])(=[O:29])[CH3:28]>>[CH2:25]([N:3]([CH2:1][CH3:2])[C:4]1[CH:5]=[CH:6][C:7]([C:10](=[O:24])[C:11]([C:13]2[CH:14]=[CH:15][C:16]([N:19]([CH2:22][CH3:23])[CH2:20][CH3:21])=[CH:17][CH:18]=2)=[O:12])=[CH:8][CH:9]=1)[CH3:26].[C:27]([O-:30])(=[O:29])[CH3:28].[NH4+:3] |f:3.4|. Reported procedure: In 100 g of acetic acid, 7.0 g of 1,2-bis(4-diethylaminophenyl)ethane-1,2-dione obtained in above (1), 3.6 g of syringaaldehyde (mfd. by tokyo Kasei Kogyo Co., Ltd.) and 4 g of ammonium acetate were reacted under reflux for 5 hours. After the reaction, 600 ml of water was poured into the reaction solution. The produced viscous residue was separated and the viscous residue was purified by silica gel chromatography (eluent: a mixed solvent of chloroform and methanol) to give 1.6 g of 2-(3,5-dimeth... Reactants: NC1=CC=C(CC2=NC=3N(C(N(C(C3N2)=O)CC2=C(C=CC=C2)F)=O)CCCC)C=C1 (8-(4-amino-benzyl)-3-butyl-1-(2-fluoro-benzyl)-3,7-dihydro-purine-2,6-dione), C(C)(C)C1=CC=C(C=C1)S(=O)(=O)Cl (4-isopropyl-benzenesulfonyl chloride). The product is C(CCC)N1C(N(C(C=2NC(=NC12)CC1=CC=C(C=C1)NS(=O)(=O)C1=CC=C(C=C1)C(C)C)=O)CC1=C(C=CC=C1)F)=O (N-{4-[3-Butyl-1-(2-fluoro-benzyl)-2,6-dioxo-2,3,6,7-tetrahydro-1H-purin-8-ylmethyl]-phenyl}-4-isopropyl-benzenesulfonamide). Reaction SMILES: [NH2:1][C:2]1[CH:31]=[CH:30][C:5]([CH2:6][C:7]2[NH:15][C:14]3[C:13](=[O:16])[N:12]([CH2:17][C:18]4[CH:23]=[CH:22][CH:21]=[CH:20][C:19]=4[F:24])[C:11](=[O:25])[N:10]([CH2:26][CH2:27][CH2:28][CH3:29])[C:9]=3[N:8]=2)=[CH:4][CH:3]=1.[CH:32]([C:35]1[CH:40]=[CH:39][C:38]([S:41](Cl)(=[O:43])=[O:42])=[CH:37][CH:36]=1)([CH3:34])[CH3:33]>>[CH2:26]([N:10]1[C:9]2[N:8]=[C:7]([CH2:6][C:5]3[CH:4]=[CH:3][C:2]([NH:1][S:41]([C:38]4[CH:39]=[CH:40][C:35]([CH:32]([CH3:34])[CH3:33])=[CH:36][CH:37]=4)(=[O:43])=[O:42])=[CH:31][CH:30]=3)[NH:15][C:14]=2[C:13](=[O:16])[N:12]([CH2:17][C:18]2[CH:23]=[CH:22][CH:21]=[CH:20][C:19]=2[F:24])[C:11]1=[O:25])[CH2:27][CH2:28][CH3:29]. Procedure: Prepared from 8-(4-amino-benzyl)-3-butyl-1-(2-fluoro-benzyl)-3,7-dihydro-purine-2,6-dione and 4-isopropyl-benzenesulfonyl chloride. Purity (ELSD, based on MW=603.7)=97%. Reactants: CC1(C=2C=CC(=CC2C(CC1)(C)C)C(=O)C1=C(C(=O)O)C=CC=C1)C (2-[(5,5,8,8-tetramethyl-5,6,7,8-tetrahydro-2-naphthyl) carbonyl]benzoic acid), S(O)(O)(=O)=O (sulfuric acid), C(C)O (ethyl alcohol). The product is CC1(C=2C=CC(=CC2C(CC1)(C)C)C(=O)C1=C(C(=O)OCC)C=CC=C1)C (ethyl 2-[(5,5,8,8-tetramethyl-5,6,7,8-tetrahydro-2-naphthyl) carbonyl]benzoate). As a reaction SMILES: [CH3:1][C:2]1([CH3:25])[CH2:11][CH2:10][C:9]([CH3:13])([CH3:12])[C:8]2[CH:7]=[C:6]([C:14]([C:16]3[CH:24]=[CH:23][CH:22]=[CH:21][C:17]=3[C:18]([OH:20])=[O:19])=[O:15])[CH:5]=[CH:4][C:3]1=2.S(=O)(=O)(O)O.[CH2:31](O)[CH3:32]>>[CH3:1][C:2]1([CH3:25])[CH2:11][CH2:10][C:9]([CH3:12])([CH3:13])[C:8]2[CH:7]=[C:6]([C:14]([C:16]3[CH:24]=[CH:23][CH:22]=[CH:21][C:17]=3[C:18]([O:20][CH2:31][CH3:32])=[O:19])=[O:15])[CH:5]=[CH:4][C:3]1=2. Procedure details: A solution of 8.41 g (0.025 mole) of 2-[(5,5,8,8-tetramethyl-5,6,7,8-tetrahydro-2-naphthyl) carbonyl]benzoic acid, described in Example I, in 300 cm3 of ethyl alcohol containing 0.4cm3 of 98% sulfuric acid is heated for 14 hours at reflux. The solution is then concentrated under reduced pressure and the resulting crude ester is dissolved in 300 cm3 of ethyl ether. The ether solution is washed with sodium bicarbonate and then with water, dried on sodium sulfate and evaporated to dryness. After dr... Reactants: ClC1=C(C#N)C=C(C(=N1)C1=C(C=C(C=C1)Cl)Cl)C1=CC=C(C=C1)Cl (2-Chloro-5-(4-chlorophenyl)-6-(2,4-dichlorophenyl)nicotinonitrile), C(=O)([O-])[O-].[Cs+].[Cs+] (Cs2CO3), FC1=CC=C(C=C1)S (4-fluorobenzene thiol). The solvent is C1(=CC=CC=C1)C (toluene). Run at temperature 100 celsius. Product: ClC1=CC=C(C=C1)C=1C(=NC(=C(C#N)C1)SC1=CC=C(C=C1)F)C1=C(C=C(C=C1)Cl)Cl (5-(4-Chlorophenyl)-6-(2,4-dichlorophenyl)-2-[(4-fluorophenyl)thio]nicotinonitrile). Reaction SMILES: Cl[C:2]1[N:9]=[C:8]([C:10]2[CH:15]=[CH:14][C:13]([Cl:16])=[CH:12][C:11]=2[Cl:17])[C:7]([C:18]2[CH:23]=[CH:22][C:21]([Cl:24])=[CH:20][CH:19]=2)=[CH:6][C:3]=1[C:4]#[N:5].C([O-])([O-])=O.[Cs+].[Cs+].[F:31][C:32]1[CH:37]=[CH:36][C:35]([SH:38])=[CH:34][CH:33]=1>C1(C)C=CC=CC=1>[Cl:24][C:21]1[CH:22]=[CH:23][C:18]([C:7]2[C:8]([C:10]3[CH:15]=[CH:14][C:13]([Cl:16])=[CH:12][C:11]=3[Cl:17])=[N:9][C:2]([S:38][C:35]3[CH:36]=[CH:37][C:32]([F:31])=[CH:33][CH:34]=3)=[C:3]([CH:6]=2)[C:4]#[N:5])=[CH:19][CH:20]=1 |f:1.2.3|. Procedure details: An oven-dried round bottom flask was charged with 60.0 mg (0.152 mmol) of the product of Example 36 and Cs2CO3 (250.0 mg, 0.767 mmol), toluene (1.0 mL) and 4-fluorobenzene thiol (97.5 mg, 0.761 mmol) were added sequentially. The reaction was heated to 100° C. for 23 hours and then allowed to cool to room temperature at which point the reaction was filtered and concentrated. The residue was purified by preparative thin layer chromatography (20 cm×20 cm, 1000 μm, silica gel) eluting with 10:90 EtO... Starting materials: CC(C)n1ncnc1-c1nc2c(s1)CCOc1cc(C3CN(CCOC4CCCCO4)C3)ccc1-2, [I-], [K+], CC(C)n1ncnc1-c1nc2c(s1)CCOc1ccc(C3CNC3)cc1-2, CC(C)n1ncnc1-c1nc2c(s1)CCOc1cc(C3CNC3)ccc1-2. Yields the product CC(C)n1ncnc1-c1nc2c(s1)CCOc1ccc(C3CN(CCOC4CCCCO4)C3)cc1-2. RXN SMILES: [CH:1]([n:2]1[c:3](-[c:4]2[s:5][c:6]3[c:20]([n:21]2)-[c:19]2[c:10]([cH:11][c:12]([CH:13]4[CH2:14][N:15]([CH2:27][CH2:28][O:29][CH:30]5[O:31][CH2:32][CH2:33][CH2:34][CH2:35]5)[CH2:16]4)[cH:17][cH:18]2)[O:9][CH2:8][CH2:7]3)[n:22][cH:23][n:24]1)([CH3:25])[CH3:26].[I-:89].[K+:88].[NH:36]1[CH2:37][CH:38]([c:40]2[cH:41][cH:42][c:43]3[c:44]([cH:61]2)-[c:45]2[n:46][c:47](-[c:53]4[n:54]([CH:58]([CH3:59])[CH3:60])[n:55][cH:56][n:57]4)[s:48][c:49]2[CH2:50][CH2:51][O:52]3)[CH2:39]1.[NH:62]1[CH2:63][CH:64]([c:65]2[cH:66][cH:67][c:68]3[c:85]([cH:86]2)[O:84][CH2:83][CH2:82][c:81]2[c:69]-3[n:70][c:71](-[c:72]3[n:73]([CH:74]([CH3:75])[CH3:76])[n:77][cH:78][n:79]3)[s:80]2)[CH2:87]1>>[CH2:27]([CH2:28][O:29][CH:30]1[O:31][CH2:32][CH2:33][CH2:34][CH2:35]1)[N:36]1[CH2:37][CH:38]([c:40]2[cH:41][cH:42][c:43]3[c:44]([cH:61]2)-[c:45]2[n:46][c:47](-[c:53]4[n:54]([CH:58]([CH3:59])[CH3:60])[n:55][cH:56][n:57]4)[s:48][c:49]2[CH2:50][CH2:51][O:52]3)[CH2:39]1. The reactants are O=C([O-])[O-], CN(C)C=O, NC(=O)c1sc(-n2cnc3ccc(O)cc32)nc1-c1cccc(Cl)c1, ClCC1CO1, [I-], [K+], [K+], [K+]. The product is NC(=O)c1sc(-n2cnc3ccc(OCC4CO4)cc32)nc1-c1cccc(Cl)c1. Reaction SMILES: [C:26](=[O:27])([O-:28])[O-:29].[CH3:39][N:40]([CH3:41])[CH:42]=[O:43].[Cl:1][c:2]1[cH:3][c:4](-[c:8]2[n:9][c:10](-[n:16]3[cH:17][n:18][c:19]4[c:20]3[cH:21][c:22]([OH:25])[cH:23][cH:24]4)[s:11][c:12]2[C:13](=[O:14])[NH2:15])[cH:5][cH:6][cH:7]1.[Cl:34][CH2:35][CH:36]1[O:37][CH2:38]1.[I-:33].[K+:30].[K+:31].[K+:32]>>[Cl:1][c:2]1[cH:3][c:4](-[c:8]2[n:9][c:10](-[n:16]3[cH:17][n:18][c:19]4[c:20]3[cH:21][c:22]([O:25][CH2:35][CH:36]3[O:37][CH2:38]3)[cH:23][cH:24]4)[s:11][c:12]2[C:13](=[O:14])[NH2:15])[cH:5][cH:6][cH:7]1. Starting materials: NC=1N=C(NC1C(=O)OC)CCC (methyl 4-amino-2-propylimidazol-5-carboxylate), C(C)(=O)[O-].[Na+] (sodium acetate), COC1OC(CC1)OC (2,5-dimethoxy-tetrahydrofuran). The solvent is C(C)(=O)O (acetic acid). The product is C(CC)C=1NC(=C(N1)N1C=CC=C1)C(=O)OC (methyl 2-propyl-4-(1H-pyrrol-1-yl)imidazol-5-carboxylate). The yield is 46.2%. Reaction SMILES: [NH2:1][C:2]1[N:3]=[C:4]([CH2:11][CH2:12][CH3:13])[NH:5][C:6]=1[C:7]([O:9][CH3:10])=[O:8].C([O-])(=O)C.[Na+].CO[CH:21]1[CH2:25][CH2:24][CH:23](OC)O1>C(O)(=O)C>[CH2:11]([C:4]1[NH:5][C:6]([C:7]([O:9][CH3:10])=[O:8])=[C:2]([N:1]2[CH:21]=[CH:25][CH:24]=[CH:23]2)[N:3]=1)[CH2:12][CH3:13] |f:1.2|. Reported procedure: To stirred acetic acid (1.5 L) at 80° C. was added over a 5-minute period a mixture of methyl 4-amino-2-propylimidazol-5-carboxylate (Example 4, 145 g, 0.798 mol) and sodium acetate (388 g, 4.73 mol). The mixture was heated at reflux for 5 minutes and then 2,5-dimethoxy-tetrahydrofuran (117 g, 0.885 mol) added all at once. The resulting dark solution was refluxed for 20 minutes, then poured onto ice. The gummy mixture was extracted with dichloromethane, the combined organic layers washed with wa... Reactants: COc1ccc(-n2nc(C(F)(F)F)c3c2C(=O)N(CCCCC#N)CC3)cc1, CNC, CO, ClC(Cl)Cl. The product is COc1ccc(-n2nc(C(F)(F)F)c3c2C(=O)N(CCCCC(=N)N(C)C)CC3)cc1. RXN SMILES: [CH3:1][O:2][c:3]1[cH:4][cH:5][c:6](-[n:9]2[n:10][c:11]([C:25]([F:26])([F:27])[F:28])[c:12]3[c:13]2[C:14](=[O:24])[N:15]([CH2:18][CH2:19][CH2:20][CH2:21][C:22]#[N:23])[CH2:16][CH2:17]3)[cH:7][cH:8]1.[CH3:29][NH:30][CH3:31].[CH3:32][OH:33].[Cl:34][CH:35]([Cl:36])[Cl:37]>>[CH3:1][O:2][c:3]1[cH:4][cH:5][c:6](-[n:9]2[n:10][c:11]([C:25]([F:26])([F:27])[F:28])[c:12]3[c:13]2[C:14](=[O:24])[N:15]([CH2:18][CH2:19][CH2:20][CH2:21][C:22](=[NH:23])[N:30]([CH3:29])[CH3:31])[CH2:16][CH2:17]3)[cH:7][cH:8]1.